From a dataset of the Open Reaction Database (ORD), a public repository of structured organic reaction records. describe an organic reaction: reactants, conditions, products, and yield Procedure details: A stirred solution of (5-methyl-3-phenyl-4-isoxazolyl)methylamine (100 mg, 0.53 mmol) and 2-chloro-thiazole-5-carboxylic acid isopropylamide (100 mg, 0.49 mmol) in DMF (5 mL) was heated at 100° C. for 7 days, then at 150° C. under microwave irradiation for 15 min. The reaction mixture was cooled and concentrated in vacuo, then diluted with water and extracted with ethyl acetate. The combined organic extracts were dried, filtered and concentrated, then purified by chromatography (silica, 0 to 3% ... Reaction SMILES: [CH3:1][C:2]1[O:6][N:5]=[C:4]([C:7]2[CH:12]=[CH:11][CH:10]=[CH:9][CH:8]=2)[C:3]=1[CH2:13][NH2:14].[CH:15]([NH:18][C:19]([C:21]1[S:25][C:24](Cl)=[N:23][CH:22]=1)=[O:20])([CH3:17])[CH3:16]>CN(C=O)C>[CH:15]([NH:18][C:19]([C:21]1[S:25][C:24]([NH:14][CH2:13][C:3]2[C:4]([C:7]3[CH:12]=[CH:11][CH:10]=[CH:9][CH:8]=3)=[N:5][O:6][C:2]=2[CH3:1])=[N:23][CH:22]=1)=[O:20])([CH3:17])[CH3:16]. Isolated yield 13.2%. Product: C(C)(C)NC(=O)C1=CN=C(S1)NCC=1C(=NOC1C)C1=CC=CC=C1 (2-[(5-Methyl-3-phenyl-isoxazol-4-ylmethyl)-amino]-thiazole-5-carboxylic acid isoprop-ylamide). Run in CN(C)C=O (DMF). Starting materials: CC1=C(C(=NO1)C1=CC=CC=C1)CN ((5-methyl-3-phenyl-4-isoxazolyl)methylamine), C(C)(C)NC(=O)C1=CN=C(S1)Cl (2-chloro-thiazole-5-carboxylic acid isopropylamide). The reactants are [Li+].[OH-] (LiOH), FC1=CC=C(C=C1)C(=C(C(=O)OCC)N1N=NN=C1)C1=CC=C(C=C1)F (ethyl α-[bis(4-fluorophenyl)methylene]-1H-tetrazole-1-acetate). The solvent is C(C)O (ethanol), O (water). Reaction conditions: time 2 hour. The product is FC1=CC=C(C=C1)C(=C(C(=O)O)N1N=NN=C1)C1=CC=C(C=C1)F (3,3-Bis(4-fluorophenyl)-2-(1H-tetrazol-1-yl)-2propenoic acid). As a reaction SMILES: [Li+].[OH-].[F:3][C:4]1[CH:9]=[CH:8][C:7]([C:10]([C:22]2[CH:27]=[CH:26][C:25]([F:28])=[CH:24][CH:23]=2)=[C:11]([N:17]2[CH:21]=[N:20][N:19]=[N:18]2)[C:12]([O:14]CC)=[O:13])=[CH:6][CH:5]=1>C(O)C.O>[F:3][C:4]1[CH:9]=[CH:8][C:7]([C:10]([C:22]2[CH:23]=[CH:24][C:25]([F:28])=[CH:26][CH:27]=2)=[C:11]([N:17]2[CH:21]=[N:20][N:19]=[N:18]2)[C:12]([OH:14])=[O:13])=[CH:6][CH:5]=1 |f:0.1|. Reported procedure: The saponification was performed by the addition of 1.14 mL of 2.OM LiOH solution to a solution of 0.27 g (0.76 mmole) of ethyl α-[bis(4-fluorophenyl)methylene]-1H-tetrazole-1-acetate in 5 mL of 95% ethanol at room temperature. After two hours, the crude reaction mixture was diluted with water and washed with diethyl ether (20 mL×2). The free acid in the aqueous layer was regenerated by the addition of aqueous HCl then extracted with diethyl ether, dried and evaporated. The crude acid was dried ... Starting materials: CC(=O)O, C1CCOC1, C[Si](C)(C)N=C=O, CC(NO)c1cc(C(C)(C)C)c(O)c(C(C)(C)C)c1, [Cl-], [NH4+]. The product is CC(c1cc(C(C)(C)C)c(O)c(C(C)(C)C)c1)N(O)C(N)=O. RXN SMILES: [C:1]([OH:2])(=[O:3])[CH3:4].[CH2:33]1[O:34][CH2:35][CH2:36][CH2:37]1.[CH3:24][Si:25]([CH3:26])([CH3:27])[N:28]=[C:29]=[O:30].[CH3:5][C:6]([CH3:7])([CH3:8])[c:9]1[c:10]([OH:23])[c:11]([C:19]([CH3:20])([CH3:21])[CH3:22])[cH:12][c:13]([CH:15]([CH3:16])[NH:17][OH:18])[cH:14]1.[Cl-:31].[NH4+:32]>>[CH3:5][C:6]([CH3:7])([CH3:8])[c:9]1[c:10]([OH:23])[c:11]([C:19]([CH3:20])([CH3:21])[CH3:22])[cH:12][c:13]([CH:15]([CH3:16])[N:17]([OH:18])[C:29]([NH2:28])=[O:30])[cH:14]1. Starting materials: C(C1=CC=CC=C1)OC1=C(C=C(C(=C1)OCCCC#N)CC)Br (1-(benzyloxy)-2-bromo-4-ethyl-5-[(3-cyanopropyl)oxy]-benzene), C1(=CC=CC=C1)C (toluene), tetrakis-triphenylphosphine palladium, C([O-])([O-])=O.[Na+].[Na+] (sodium carbonate), FC1=CC=C(C=C1)B(O)O (4-fluorobenzene boronic acid). Solvent: C(C)O (ethanol), C(C)(=O)OCC (ethyl acetate). Reaction conditions: time 24 hour. Product: C(C1=CC=CC=C1)OC1=C(C=C(C(=C1)OCCCC#N)CC)C1=CC=C(C=C1)F (1-Benzyloxy-2-(4-fluorophenyl)-4-ethyl-5-[(3-cyanopropyl)oxy]-benzene). Isolated yield 70.5%. RXN SMILES: [F:1][C:2]1[CH:7]=[CH:6][C:5](B(O)O)=[CH:4][CH:3]=1.[CH2:11]([O:18][C:19]1[CH:24]=[C:23]([O:25][CH2:26][CH2:27][CH2:28][C:29]#[N:30])[C:22]([CH2:31][CH3:32])=[CH:21][C:20]=1Br)[C:12]1[CH:17]=[CH:16][CH:15]=[CH:14][CH:13]=1.C1(C)C=CC=CC=1.C(=O)([O-])[O-].[Na+].[Na+]>C(O)C.C(OCC)(=O)C>[CH2:11]([O:18][C:19]1[CH:24]=[C:23]([O:25][CH2:26][CH2:27][CH2:28][C:29]#[N:30])[C:22]([CH2:31][CH3:32])=[CH:21][C:20]=1[C:5]1[CH:6]=[CH:7][C:2]([F:1])=[CH:3][CH:4]=1)[C:12]1[CH:13]=[CH:14][CH:15]=[CH:16][CH:17]=1 |f:3.4.5|. Procedure: 4-fluorobenzene boronic acid (1.14 g) was dissolved in ethanol (7 mL). To this was added 1-(benzyloxy)-2-bromo-4-ethyl-5-[(3-cyanopropyl)oxy]-benzene (1.5 g), toluene (20 mL), tetrakis-triphenylphosphine palladium (470 mg), and 2M sodium carbonate solution (6.1 mL). The resulting mixture was heated to reflux and held there for 24 hours. The solution was cooled, diluted with ethyl acetate, and the layers separated. The organic layer was washed with saturated ammonium chloride, dried over magnesiu...